This data is from the Open Reaction Database (ORD), a public repository of structured organic reaction records. The task is: describe an organic reaction: reactants, conditions, products, and yield Reactants: Cl.C1(=CC=CC=C1)COC1=CC2=C(OC(CO2)CNCCCOC2=CC3=C(C=CC(O3)=O)C=C2)C=C1 (7-[3-[[(2,3-Dihydro-6-phenylmethoxy-1,4-benzodioxin-2-yl)methyl]amino]propoxy]-2H-1-benzopyran-2-one hydrochloride). Reagents/catalysts: [Pd] (palladium on carbon). Solvent: O (water), CO (methanol). Reaction conditions: time 4.5 hour. The product is OC1=CC2=C(OC(CO2)CNCCCOC2=CC3=C(C=CC(O3)=O)C=C2)C=C1 (7-[3-[[(2,3-Dihydro-6-hydroxy-1,4-benzodioxin-2-yl)methyl]amino]propoxy]-2H-1-benzopyran-2-one). Reaction SMILES: Cl.C1(C[O:9][C:10]2[CH:36]=[CH:35][C:13]3[O:14][CH:15]([CH2:18][NH:19][CH2:20][CH2:21][CH2:22][O:23][C:24]4[CH:34]=[CH:33][C:27]5[CH:28]=[CH:29][C:30](=[O:32])[O:31][C:26]=5[CH:25]=4)[CH2:16][O:17][C:12]=3[CH:11]=2)C=CC=CC=1>O.CO.[Pd]>[OH:9][C:10]1[CH:36]=[CH:35][C:13]2[O:14][CH:15]([CH2:18][NH:19][CH2:20][CH2:21][CH2:22][O:23][C:24]3[CH:34]=[CH:33][C:27]4[CH:28]=[CH:29][C:30](=[O:32])[O:31][C:26]=4[CH:25]=3)[CH2:16][O:17][C:12]=2[CH:11]=1 |f:0.1|. Procedure details: 7-[3-[[(2,3-Dihydro-6-phenylmethoxy-1,4-benzodioxin-2-yl)methyl]amino]propoxy]-2H-1-benzopyran-2-one hydrochloride (0.82 g, 1.6 mmole), prepared in Example 4 above, was dissolved in a mixture of 150 ml of water and 10 ml of methanol, 300 mg of 5% palladium on carbon added, and the mixture hydrogenated at 25 psi on a Parr apparatus for 4.5 hours. It was then filtered through celite and concentrated to dryness in vacuum. The residue was redissolved in methanol and boiled on a hot plate, the methan... The reactants are O1C=C(C=C1)C=1C=C(N)C=CC1 (3-(furan-3-yl)aniline), ClC1=CC(=C(C=C1)NC(COCC(=O)O)=O)C(=O)OC ((2-([4-chloro-2-(methoxycarbonyl)phenyl]amino)-2-oxoethoxy)acetic acid). The product is ClC=1C=CC(=C(C(=O)O)C1)NC(COCC(=O)NC1=CC(=CC=C1)C1=COC=C1)=O (5-chloro-2-([(2-([3-(furan-3-yl)phenyl]amino)-2-oxoethoxy)acetyl]amino)benzoic acid). Reaction SMILES: [O:1]1[CH:5]=[CH:4][C:3]([C:6]2[CH:7]=[C:8]([CH:10]=[CH:11][CH:12]=2)[NH2:9])=[CH:2]1.[Cl:13][C:14]1[CH:19]=[CH:18][C:17]([NH:20][C:21](=[O:28])[CH2:22][O:23][CH2:24][C:25](O)=[O:26])=[C:16]([C:29]([O:31]C)=[O:30])[CH:15]=1>>[Cl:13][C:14]1[CH:19]=[CH:18][C:17]([NH:20][C:21](=[O:28])[CH2:22][O:23][CH2:24][C:25]([NH:9][C:8]2[CH:10]=[CH:11][CH:12]=[C:6]([C:3]3[CH:4]=[CH:5][O:1][CH:2]=3)[CH:7]=2)=[O:26])=[C:16]([CH:15]=1)[C:29]([OH:31])=[O:30]. Procedure details: Using the same method as in Example 1-(ii), 3-(furan-3-yl)aniline was reacted with the (2-([4-chloro-2-(methoxycarbonyl)phenyl]amino)-2-oxoethoxy)acetic acid obtained in Example 1-(i) to give 5-chloro-2-([(2-([3-(furan-3-yl)phenyl]amino)-2-oxoethoxy)acetyl]amino)benzoic acid.methyl ester (yield: 89%). Starting materials: COC(=O)C=1C(=C(N2CC=3C=CC=CC3CC21)C)C(=O)OC (3-methyl-5,10-dihydropyrrolo[1,2-b]-isoquinoline-1,2-dicarboxylic acid dimethyl ester), [H-].[H-].[H-].[H-].[Li+].[Al+3] (LiAlH4). Solvent: ClCCl (dichloromethane), C(C)OCC (diethyl ether). Conditions: time 2 hour. Yields the product OCC=1C(=C2N(CC=3C=CC=CC3C2)C1C)CO ((2-hydroxymethyl-3-methyl-5,10-dihydropyrrolo[1,2-b]isoquinolin-1-yl)methanol). RXN SMILES: C[O:2][C:3]([C:5]1[C:6]([C:19](OC)=[O:20])=[C:7]([CH3:18])[N:8]2[C:17]=1[CH2:16][C:15]1[CH:14]=[CH:13][CH:12]=[CH:11][C:10]=1[CH2:9]2)=O.[H-].[H-].[H-].[H-].[Li+].[Al+3]>ClCCl.C(OCC)C>[OH:20][CH2:19][C:6]1[C:5]([CH2:3][OH:2])=[C:17]2[CH2:16][C:15]3[CH:14]=[CH:13][CH:12]=[CH:11][C:10]=3[CH2:9][N:8]2[C:7]=1[CH3:18] |f:1.2.3.4.5.6|. Reported procedure: A solution of 3-methyl-5,10-dihydropyrrolo[1,2-b]-isoquinoline-1,2-dicarboxylic acid dimethyl ester (2.39 g, 8 mmol) in anhydrous dichloromethane (20 mL) was added dropwise into a stirred suspension of LiAlH4 (0.69 g, 18.4 mmol) in anhydrous diethyl ether (30 mL) at 10-15° C. The reaction mixture was further stirred for 2 hours after the addition was completed. The mixture was cooled in an ice bath and the excess hydride was destroyed by the sequential addition of water (1.2 mL), 15% aqueous NaO...